From a dataset of the Open Reaction Database (ORD), a public repository of structured organic reaction records. describe an organic reaction: reactants, conditions, products, and yield The reactants are BrC1=NC=C(C=C1)F (2-bromo-5-fluoro-pyridine), [Li+].CC(C)[N-]C(C)C (LDA), CC(=O)C (acetone). Run in C1CCOC1.CCCCCCC.C(C)C1=CC=CC=C1 (THF heptane ethylbenzene), C1CCOC1 (THF). Conditions: time 1 hour. The product is BrC1=NC=C(C(=C1)C(C)(C)O)F (2-(2-Bromo-5-fluoro-pyridin-4-yl)-propan-2-ol). As a reaction SMILES: [Br:1][C:2]1[CH:7]=[CH:6][C:5]([F:8])=[CH:4][N:3]=1.[Li+].CC([N-]C(C)C)C.[CH3:17][C:18]([CH3:20])=[O:19]>C1COCC1.C1COCC1.CCCCCCC.C(C1C=CC=CC=1)C>[Br:1][C:2]1[CH:7]=[C:6]([C:18]([OH:19])([CH3:20])[CH3:17])[C:5]([F:8])=[CH:4][N:3]=1 |f:1.2,5.6.7|. Reported procedure: To a solution of 2-bromo-5-fluoro-pyridine (CAS 41404-58-4, 25.0 g, 139 mmol) in THF (300 ml) was added dropwise LDA (100 ml of a 2M soln. in THF/heptane/ethylbenzene, 200 mmol) at −78° C. under a N2 atmosphere. Stirring was continued for 1 h at −78° C., then acetone (20.44 ml, 16.17 g, 278 mmol) was added dropwise and stirring was continued at −78° C. for another 1 h. The reaction mixture was quenched with aq. 1M NH4Cl soln. and diluted with EtOAc. The phases were separated and the aq. phase wa... Starting materials: C1(CCCCC1)NC1=C(C=C2C(C(=CN(C2=C1)C(CC)CC)CNCCCC(=O)OCC)=O)F (ethyl 4-({[7-(cyclohexylamino)-1-(1-ethylpropyl)-6-fluoro-4-oxo-1,4-dihydroquinolin-3-yl]methyl}amino)butanoate), C(C)(=O)OC(C)=O (acetic anhydride). The solvent is N1=CC=CC=C1 (pyridine). Conditions: time 8 hour. Product: C(C)(=O)N(CCCC(=O)OCC)CC1=CN(C2=CC(=C(C=C2C1=O)F)NC1CCCCC1)C(CC)CC (ethyl 4-(acetyl{[7-(cyclohexylamino)-1-(1-ethylpropyl)-6-fluoro-4-oxo-1,4-dihydroquinolin-3-yl]methyl}amino)butanoate). As a reaction SMILES: [CH:1]1([NH:7][C:8]2[CH:17]=[C:16]3[C:11]([C:12](=[O:33])[C:13]([CH2:23][NH:24][CH2:25][CH2:26][CH2:27][C:28]([O:30][CH2:31][CH3:32])=[O:29])=[CH:14][N:15]3[CH:18]([CH2:21][CH3:22])[CH2:19][CH3:20])=[CH:10][C:9]=2[F:34])[CH2:6][CH2:5][CH2:4][CH2:3][CH2:2]1.[C:35](OC(=O)C)(=[O:37])[CH3:36]>N1C=CC=CC=1>[C:35]([N:24]([CH2:23][C:13]1[C:12](=[O:33])[C:11]2[C:16](=[CH:17][C:8]([NH:7][CH:1]3[CH2:2][CH2:3][CH2:4][CH2:5][CH2:6]3)=[C:9]([F:34])[CH:10]=2)[N:15]([CH:18]([CH2:19][CH3:20])[CH2:21][CH3:22])[CH:14]=1)[CH2:25][CH2:26][CH2:27][C:28]([O:30][CH2:31][CH3:32])=[O:29])(=[O:37])[CH3:36]. Procedure: 170 mg of ethyl 4-({[7-(cyclohexylamino)-1-(1-ethylpropyl)-6-fluoro-4-oxo-1,4-dihydroquinolin-3-yl]methyl}amino)butanoate was dissolved in 2.0 ml of pyridine, and 0.040 ml of acetic anhydride was added, followed by overnight stirring at room temperature. After concentrating the reaction mixture under a reduced pressure, water was added to the resulting residue, followed by extraction with chloroform. The organic layer was dried over anhydrous sodium sulfate and then filtered and concentrated und...